Dataset: the Open Reaction Database (ORD), a public repository of structured organic reaction records. Task: describe an organic reaction: reactants, conditions, products, and yield The reactants are COc1cc2c(cc1OC)CN(Cc1ccccc1)C2, CI, CC(C)=O. Product: COc1cc2c(cc1OC)C[N+](C)(Cc1ccccc1)C2, [I-]. RXN SMILES: [CH2:1]([c:2]1[cH:3][cH:4][cH:5][cH:6][cH:7]1)[N:8]1[CH2:9][c:10]2[cH:11][c:12]([O:19][CH3:20])[c:13]([O:17][CH3:18])[cH:14][c:15]2[CH2:16]1.[CH3:21][I:22].[CH3:23][C:24](=[O:25])[CH3:26]>>[CH2:1]([c:2]1[cH:3][cH:4][cH:5][cH:6][cH:7]1)[N+:8]1([CH3:21])[CH2:9][c:10]2[cH:11][c:12]([O:19][CH3:20])[c:13]([O:17][CH3:18])[cH:14][c:15]2[CH2:16]1.[I-:22]. Starting materials: CNC (dimethylamine), BrCC(=O)C1=CC=C(C=C1)OC(F)F (2-bromo-4'-difluoromethoxyacetophenone). Run in C(Cl)Cl (methylene chloride), C(Cl)Cl (methylene chloride). Run at temperature 20 celsius. Yields the product CN(CC(=O)C1=CC=C(C=C1)OC(F)F)C (2-dimethylamino-4'-difluoromethoxyacetophenone). Yield: 44.4%. RXN SMILES: [CH3:1][NH:2][CH3:3].Br[CH2:5][C:6]([C:8]1[CH:13]=[CH:12][C:11]([O:14][CH:15]([F:17])[F:16])=[CH:10][CH:9]=1)=[O:7]>C(Cl)Cl>[CH3:1][N:2]([CH3:3])[CH2:5][C:6]([C:8]1[CH:13]=[CH:12][C:11]([O:14][CH:15]([F:17])[F:16])=[CH:10][CH:9]=1)=[O:7]. Procedure: To 7.5 g (165 mmole) of anhydrous dimethylamine in 50 ml of methylene chloride and cooled to -30° C. was added a solution of 20 g (664 mmole) of 2-bromo-4'-difluoromethoxyacetophenone in 50 ml of methylene chloride. After the addition was complete the reaction was allowed to warm to 20° C. Concentration in vacuo, partitioning between diethyl ether and 1M aqueous sodium hydroxide, washing with brine, drying over anhydrous magnesium sulfate, and reconcentration in vacuo yielded 16.8 g of 2-dimethy... Reactants: COC(=O)c1cnc(Cl)c(Br)c1, Cc1ccccc1, OB(O)c1ccc(Cl)cc1, [Na+], [Na+], O=C([O-])[O-], O. Product: COC(=O)c1cnc(Cl)c(-c2ccc(Cl)cc2)c1. RXN SMILES: [CH3:1][O:2][C:3](=[O:4])[c:5]1[cH:6][n:7][c:8]([Cl:12])[c:9]([Br:11])[cH:10]1.[CH3:30][c:31]1[cH:32][cH:33][cH:34][cH:35][cH:36]1.[Cl:13][c:14]1[cH:15][cH:16][c:17]([B:20]([OH:21])[OH:22])[cH:18][cH:19]1.[Na+:23].[Na+:24].[O-:25][C:26](=[O:27])[O-:28].[OH2:29]>>[CH3:1][O:2][C:3](=[O:4])[c:5]1[cH:6][n:7][c:8]([Cl:12])[c:9](-[c:17]2[cH:16][cH:15][c:14]([Cl:13])[cH:19][cH:18]2)[cH:10]1. Reactants: ClC1=NC(=C2N=CN(C2=N1)C1CCCC1)NCCNC(C1=CC=C(C=C1)Cl)=O (N-[2-[(2-chloro-9-cyclopentyl-9H-purin-6-yl)-amino]-ethyl]-4-chloro-benzamide), N[C@@H]1CC[C@H](CC1)N (trans-1,4-diaminocyclohexane). Conditions: temperature 140 celsius. Product: Cl.Cl.N[C@@H]1CC[C@H](CC1)NC1=NC(=C2N=CN(C2=N1)C1CCCC1)NCCNC(C1=CC=C(C=C1)Cl)=O (trans-N-[2-[[2-[(4-amino-cyclohexyl)-amino]-9-cyclopentyl-9H-purin-6-yl]-amino]-ethyl]-4-chloro-benzamide dihydrochloride). RXN SMILES: [Cl:1][C:2]1[N:10]=[C:9]2[C:5]([N:6]=[CH:7][N:8]2[CH:11]2[CH2:15][CH2:14][CH2:13][CH2:12]2)=[C:4]([NH:16][CH2:17][CH2:18][NH:19][C:20](=[O:28])[C:21]2[CH:26]=[CH:25][C:24]([Cl:27])=[CH:23][CH:22]=2)[N:3]=1.[NH2:29][C@H:30]1[CH2:35][CH2:34][C@H:33]([NH2:36])[CH2:32][CH2:31]1>>[ClH:1].[ClH:1].[NH2:29][C@H:30]1[CH2:35][CH2:34][C@H:33]([NH:36][C:2]2[N:10]=[C:9]3[C:5]([N:6]=[CH:7][N:8]3[CH:11]3[CH2:12][CH2:13][CH2:14][CH2:15]3)=[C:4]([NH:16][CH2:17][CH2:18][NH:19][C:20](=[O:28])[C:21]3[CH:26]=[CH:25][C:24]([Cl:27])=[CH:23][CH:22]=3)[N:3]=2)[CH2:32][CH2:31]1 |f:2.3.4|. Procedure: 222 mg of the product obtained in Stage 1 above and 302 mg of trans-1,4-diaminocyclohexane are mixed together and the reaction medium is heated to 140° C. for 6 hours. After evaporating the solvent, chromatography on silica is carried out (eluent methylene chloride/methanol/ammonium hydroxide 85/15/1.5) followed by taking up in an ethanolic solution of hydrochloric acid, leaving to crystallize, separating, drying under reduced pressure and 208 mg of expected product is recovered. Starting materials: BrN1C(CCC1=O)=O (N-bromosuccinimide), BrC1=CC(=C(C(=C1)F)CC(=O)N)F (2-(4-bromo-2,6-difluorophenyl)acetamide), N(=NC(C#N)(C)C)C(C#N)(C)C (azobisisobutyronitrile). Solvent: C(Cl)(Cl)(Cl)Cl (carbon tetrachloride). Run at temperature 80 celsius, time 8 hour. Product: BrC(C(=O)N)C1=C(C=C(C=C1F)Br)F (2-bromo-2-(4-bromo-2,6-difluorophenyl)acetamide). The yield is 11.4%. As a reaction SMILES: [Br:1][C:2]1[CH:7]=[C:6]([F:8])[C:5]([CH2:9][C:10]([NH2:12])=[O:11])=[C:4]([F:13])[CH:3]=1.[Br:14]N1C(=O)CCC1=O.N(C(C)(C)C#N)=NC(C)(C)C#N>C(Cl)(Cl)(Cl)Cl>[Br:14][CH:9]([C:5]1[C:4]([F:13])=[CH:3][C:2]([Br:1])=[CH:7][C:6]=1[F:8])[C:10]([NH2:12])=[O:11]. Procedure details: A solution of 2-(4-bromo-2,6-difluorophenyl)acetamide (0.4 g, 1.6 mmol) in carbon tetrachloride (5 mL) was degassed with nitrogen for 5 min. To this was added N-bromosuccinimide (0.28 g, 1.6 mmol) and then azobisisobutyronitrile (0.039 g, 0.24 mmol) while stirring. The reaction mixture was stirred at 80° C. overnight and then cooled to room temperature. The reaction mixture was concentrated to dryness in vacuo, and the residue was purified by flash chromatography (0-100% ethyl acetate/hexanes) t... Starting materials: CCCCP(CCCC)CCCC, Cc1ccccc1, OCCc1cccc2sc(-c3ccc(C(F)(F)F)cc3)nc12, O=C(N=NC(=O)N1CCCCC1)N1CCCCC1, O, CCOC(=O)COc1ccc(S)cc1C. As a reaction SMILES: [CH2:1]([P:2]([CH2:3][CH2:4][CH2:5][CH3:6])[CH2:7][CH2:8][CH2:9][CH3:10])[CH2:11][CH2:12][CH3:13].[CH3:69][c:70]1[cH:71][cH:72][cH:73][cH:74][cH:75]1.[F:32][C:33]([c:34]1[cH:35][cH:36][c:37](-[c:40]2[s:41][c:42]3[c:43]([n:44]2)[c:45]([CH2:49][CH2:50][OH:51])[cH:46][cH:47][cH:48]3)[cH:38][cH:39]1)([F:52])[F:53].[N:14]([C:15]([N:16]1[CH2:17][CH2:18][CH2:19][CH2:20][CH2:21]1)=[O:22])=[N:23][C:24]([N:25]1[CH2:26][CH2:27][CH2:28][CH2:29][CH2:30]1)=[O:31].[OH2:76].[SH:54][c:55]1[cH:56][c:57]([CH3:68])[c:58]([O:59][CH2:60][C:61](=[O:62])[O:63][CH2:64][CH3:65])[cH:66][cH:67]1>>[F:32][C:33]([c:34]1[cH:35][cH:36][c:37](-[c:40]2[s:41][c:42]3[c:43]([n:44]2)[c:45]([CH2:49][CH2:50][S:54][c:55]2[cH:56][c:57]([CH3:68])[c:58]([O:59][CH2:60][C:61](=[O:62])[O:63][CH2:64][CH3:65])[cH:66][cH:67]2)[cH:46][cH:47][cH:48]3)[cH:38][cH:39]1)([F:52])[F:53]. Product: CCOC(=O)COc1ccc(SCCc2cccc3sc(-c4ccc(C(F)(F)F)cc4)nc23)cc1C.